This data is from the Open Reaction Database (ORD), a public repository of structured organic reaction records. The task is: describe an organic reaction: reactants, conditions, products, and yield Reactants: S1C(=NC2=C1C=CC=C2)C=2C(=NC(=NC2OC)SC)N[C@@H]2C[C@@H]([C@@H]1[C@H]2OC(O1)(C)C)CO (((3aR,4R,6R,6aS)-6-(5-(Benzo[d]thiazol-2-yl)-6-methoxy-2-(methylthio)pyrimidin-4-ylamino)-2,2-dimethyltetrahydro-3 aH-cyclopenta[d][1,3]-dioxol-4-yl)methanol), C([O-])([O-])=O.[K+].[K+] (potassium carbonate), C1(=CC=CC=C1)S (thiophenol). The solvent is CN1CCCC1=O (NMP). Conditions: temperature 190 celsius. Yields the product S1C(=NC2=C1C=CC=C2)C=2C(NC(=NC2N[C@@H]2C[C@@H]([C@H]1OC(O[C@H]12)(C)C)CO)SC)=O (5-(Benzo[d]thiazol-2-yl)-6-((3aS,4R,6R,6aR)-6-(hydroxymethyl)-2,2-dimethyltetrahydro-3aH-cyclopenta[d][1,3]dioxol-4-ylamino)-2-(methylthio)pyrimidin-4(3H)-one). RXN SMILES: [S:1]1[C:5]2[CH:6]=[CH:7][CH:8]=[CH:9][C:4]=2[N:3]=[C:2]1[C:10]1[C:11]([NH:20][C@H:21]2[C@@H:25]3[O:26][C:27]([CH3:30])([CH3:29])[O:28][C@@H:24]3[C@@H:23]([CH2:31][OH:32])[CH2:22]2)=[N:12][C:13]([S:18][CH3:19])=[N:14][C:15]=1[O:16]C.C(=O)([O-])[O-].[K+].[K+].C1(S)C=CC=CC=1>CN1C(=O)CCC1>[S:1]1[C:5]2[CH:6]=[CH:7][CH:8]=[CH:9][C:4]=2[N:3]=[C:2]1[C:10]1[C:15](=[O:16])[NH:14][C:13]([S:18][CH3:19])=[N:12][C:11]=1[NH:20][C@H:21]1[C@H:25]2[C@H:24]([O:28][C:27]([CH3:30])([CH3:29])[O:26]2)[C@@H:23]([CH2:31][OH:32])[CH2:22]1 |f:1.2.3|. Procedure: Compound 7 (800 mg, 1.686 mmol) and potassium carbonate (46.6 mg, 0.337 mmol) were suspended in NMP (843 μl) and thiophenol (208 μl, 2.023 mmol) was added. The reaction was sealed and heated to 190° C. for 20 min to consume all SM. The reaction was diluted with EtOAc, washed with water, brine, dried (MgSO4), filtered and concentrated. The residue was purified by column chromatography on silica gel, eluting with CH2C2/MeOH to give the title compound as a white solid. 1H NMR (CD3OD) δ 7.80-7.77 (m... Isolated yield 15.0%. RXN SMILES: [NH:1]1[CH:5]=[CH:4][N:3]=[CH:2]1.[CH2:6]([O:8]C(OCC)C1C=CC=CC=1)[CH3:7].[C:19]1([CH3:29])[CH:24]=[CH:23][C:22](S(O)(=O)=O)=[CH:21][CH:20]=1.C(=O)([O-])[O-].[Na+].[Na+]>>[CH2:6]([O:8][N:1]1[CH:5]=[CH:4][N:3]=[C:2]1[CH2:29][C:19]1[CH:24]=[CH:23][CH:22]=[CH:21][CH:20]=1)[CH3:7] |f:3.4.5|. Reaction conditions: temperature 110 celsius. Product: C(C)ON1C(=NC=C1)CC1=CC=CC=C1 (N-ethoxybenzylimidazole), ( 1-8 ). The reactants are N1C=NC=C1 (imidazole), C(C)OC(C1=CC=CC=C1)OCC (benzaldehyde diethylacetal), C1(=CC=C(C=C1)S(=O)(=O)O)C (p-toluenesulfonic acid), C([O-])([O-])=O.[Na+].[Na+] (sodium carbonate). Procedure details: A mixture of imidazole (1.0 g, 14.7 mmol), benzaldehyde diethylacetal (58.8 mmol), and p-toluenesulfonic acid (84 mg, 0.441 mmol) was heated neat at 110° C. for 1-3 days, accompanied by concurrent distillation of ethanol. After cooling, sodium carbonate (0.47 g, 4.41 mmol) was added and the crude mixture was distilled under vacuum (150-170° C./0.5 mmHg) to give N-ethoxybenzylimidazole derivatives (1-8) (15-75% yield). Starting materials: CN(C\C=C\C#CC(C)(C)C)CC1=CC(=CC=C1)O ((E)-N-methyl-N-(6,6-dimethyl-2-hepten-4-ynyl)-3-hydroxybenzylamine), CN(C=O)C (dimethylformamide), ClC\C=C\CCl ((E)-1,4-dichloro-2-butene), [H-].[Na+] (sodium hydride). The solvent is O1CCCC1 (tetrahydrofuran). Reaction conditions: time 15 minute. The product is CN(C\C=C\C#CC(C)(C)C)CC1=CC(=CC=C1)OC\C=C\CCl ((E,E)-N-methyl-N-(6,6-dimethyl-2-hepten-4-ynyl)-3-(4-chloro-2-butenyloxy)benzylamine). Isolated yield 65.6%. RXN SMILES: [CH3:1][N:2]([CH2:12][C:13]1[CH:18]=[CH:17][CH:16]=[C:15]([OH:19])[CH:14]=1)[CH2:3]/[CH:4]=[CH:5]/[C:6]#[C:7][C:8]([CH3:11])([CH3:10])[CH3:9].[H-].[Na+].CN(C)C=O.[Cl:27][CH2:28]/[CH:29]=[CH:30]/[CH2:31]Cl>O1CCCC1>[CH3:1][N:2]([CH2:12][C:13]1[CH:18]=[CH:17][CH:16]=[C:15]([O:19][CH2:31]/[CH:30]=[CH:29]/[CH2:28][Cl:27])[CH:14]=1)[CH2:3]/[CH:4]=[CH:5]/[C:6]#[C:7][C:8]([CH3:11])([CH3:10])[CH3:9] |f:1.2|. Reported procedure: 245 mg of (E)-N-methyl-N-(6,6-dimethyl-2-hepten-4-ynyl)-3-hydroxybenzylamine was dissolved in 5 ml of tetrahydrofuran, and under ice cooling, 40 mg of oily sodium hydride was added. After the mixture was stirred for 15 minutes, a dimethylformamide solution (3ml) of 125 mg of (E)-1,4-dichloro-2-butene was added. The mixture was stirred at room temperature for 12 hours, and then the solvent was evaporated. The residue was worked up in a customary manner, and purified by silica gel column chromatog... The reactants are solution, B(Br)(Br)Br (BBr3), BrC=1C=C(C=C(C1OC1=C(C(=CC(=C1)C(C)C)OC)C(C1=CC(=CC=C1)C)=O)Br)CC(=O)O (3,5-dibromo-4-[5-isopropylmethoxy-2-(3-methylbenzoyl)phenoxy]-phenylacetic acid). Solvent: C(Cl)Cl (CH2Cl2), C(Cl)Cl (CH2Cl2). Reaction conditions: time 15 minute. The product is BrC=1C=C(C=C(C1OC1=C(C=C(C(=C1)C(C)C)OCCC(=C)C)C(C1=CC(=CC=C1)C)=O)Br)CC(=O)O (3,5-Dibromo-4-[5-isopropyl-2-(3-methylbenzoyl)-4-(3-methyl-3-butenyloxy)-phenoxy]phenylacetic acid). As a reaction SMILES: B(Br)(Br)Br.[Br:5][C:6]1[CH:7]=[C:8]([CH2:34][C:35]([OH:37])=[O:36])[CH:9]=[C:10]([Br:33])[C:11]=1[O:12][C:13]1[CH:18]=[C:17]([CH:19]([CH3:21])[CH3:20])[CH:16]=[C:15](OC)[C:14]=1[C:24](=[O:32])[C:25]1[CH:30]=[CH:29][CH:28]=[C:27]([CH3:31])[CH:26]=1>C(Cl)Cl>[Br:33][C:10]1[CH:9]=[C:8]([CH2:34][C:35]([OH:37])=[O:36])[CH:7]=[C:6]([Br:5])[C:11]=1[O:12][C:13]1[CH:18]=[C:17]([CH:19]([CH3:21])[CH3:20])[C:16]([O:12][CH2:13][CH2:18][C:17]([CH3:19])=[CH2:16])=[CH:15][C:14]=1[C:24](=[O:32])[C:25]1[CH:30]=[CH:29][CH:28]=[C:27]([CH3:31])[CH:26]=1. Procedure: A 1M solution of BBr3 in CH2Cl2 (12 mL, 12 mmol) was added slowly with a syringe to a stirred solution of 3,5-dibromo-4-[5-isopropylmethoxy-2-(3-methylbenzoyl)phenoxy]-phenylacetic acid (2 g, 3.5 mmol) in 20 mL CH2Cl2 at −20° C. After 15 min at −20° C. the solution was allowed to reach room temperature. After an additional 1 h at room temperature, the solution was poured onto ice and extracted three times with EtOAc. The combined extracts were dried over MgSO4 and concentrated to give the title ... The reactants are COC(=O)C1CCC2C3CCC4CC(O)C(OC(C)=O)CC4(C)C3C(NCCC(C)C)CC12C, Cc1ccc(S(=O)(=O)O)cc1, CC(=O)OC(C)=O, CCO, CCOC(C)=O, ClC(Cl)Cl. The product is COC(=O)C1CCC2C3CCC4CC(OC(C)=O)C(OC(C)=O)CC4(C)C3C(NCCC(C)C)CC12C. Reaction SMILES: [C:1]([CH3:2])(=[O:3])[O:4][CH:5]1[CH:6]([OH:34])[CH2:7][CH:8]2[CH2:9][CH2:10][CH:11]3[CH:12]4[CH2:13][CH2:14][CH:15]([C:30](=[O:31])[O:32][CH3:33])[C:16]4([CH3:17])[CH2:18][CH:19]([NH:24][CH2:25][CH2:26][CH:27]([CH3:28])[CH3:29])[CH:20]3[C:21]2([CH3:23])[CH2:22]1.[CH3:35][c:36]1[cH:37][cH:38][c:39]([S:40]([OH:41])(=[O:42])=[O:43])[cH:44][cH:45]1.[CH3:46][C:47](=[O:48])[O:49][C:50](=[O:51])[CH3:52].[CH3:57][CH2:58][OH:59].[CH3:60][CH2:61][O:62][C:63](=[O:64])[CH3:65].[CH:53]([Cl:54])([Cl:55])[Cl:56]>>[C:1]([CH3:2])(=[O:3])[O:4][CH:5]1[CH:6]([O:34][C:47]([CH3:46])=[O:48])[CH2:7][CH:8]2[CH2:9][CH2:10][CH:11]3[CH:12]4[CH2:13][CH2:14][CH:15]([C:30](=[O:31])[O:32][CH3:33])[C:16]4([CH3:17])[CH2:18][CH:19]([NH:24][CH2:25][CH2:26][CH:27]([CH3:28])[CH3:29])[CH:20]3[C:21]2([CH3:23])[CH2:22]1. Starting materials: Cl.[N+](=O)([O-])C1=C(NN=C1)N (4-nitro-2H-pyrazol-3-ylamine hydrochloride), C(CC(=O)C)(=O)OCC (ethyl acetoacetate). Solvent: C(C)(=O)O (acetic acid). Yields the product [N+](=O)([O-])C=1C=NN2C1N=C(C=C2O)C (3-nitro-5-methylpyrazolo[1,5-a]pyrimidin-7-ol). The yield is 84.5%. As a reaction SMILES: Cl.[N+:2]([C:5]1[CH:9]=[N:8][NH:7][C:6]=1[NH2:10])([O-:4])=[O:3].[C:11](OCC)(=[O:16])[CH2:12][C:13]([CH3:15])=O>C(O)(=O)C>[N+:2]([C:5]1[CH:9]=[N:8][N:7]2[C:11]([OH:16])=[CH:12][C:13]([CH3:15])=[N:10][C:6]=12)([O-:4])=[O:3] |f:0.1|. Reported procedure: 50 g of 4-nitro-2H-pyrazol-3-ylamine hydrochloride (prepared in accordance with H. Dorn and H. Dilcher, Liebigs Ann. Chem., 707, 141, 1967) and 60 g of ethyl acetoacetate in 160 cc of acetic acid were introduced into a 500 cc three-necked round-bottomed flask equipped with a magnetic stirrer, a thermometer and a condenser. The reaction medium was refluxed for 12 hours. The precipitate which formed was filtered off at about 90° C. It was washed with diisopropyl ether and dried under vacuum over p...